From a dataset of the Open Reaction Database (ORD), a public repository of structured organic reaction records. describe an organic reaction: reactants, conditions, products, and yield Reactants: Cc1ccc(cc1)n1cccc1C=O, CC1=CN=C(C=C1)N, [C-]#[N+]C1CCCCC1. The reagents and catalysts are O=C(O)C(F)(F)F (trifluoroacetic acid). Solvent: CC(C)O (isopropyl alcohol), CC(C)O (isopropylalcohol). Run at temperature 22 celsius, time 20 hour. Yields the product Cc1ccc(cc1)n1cccc1c1c(NC2CCCCC2)n2cc(C)ccc2n1. The yield is 23.5%. Reaction SMILES: CC1=CC=C(N)N=C1.[C-]#[N+]C1CCCCC1.CC1=CC=C(C=C1)N1C=CC=C1C=O>>CC1=CC=C(C=C1)N1C=CC=C1C1=C(NC2CCCCC2)N2C=C(C)C=CC2=N1. Reactants: C(C1=CC=CC=C1)NCC1=CC=CC=C1 (Dibenzylamine), C(C)(=O)NNC1=CC=C(C=C1)N=C=S (4-(2-acetylhydrazino)phenyl isothiocyanate), C(=O)NNC1=CC=C(C=C1)NC(=S)N(CC1=CC=CC=C1)CC1=CC=CC=C1 (1-[4-(2-formylhydrazino)phenyl]-3,3-dibenzylthiourea). Product: C(C)(=O)NNC1=CC=C(C=C1)NC(=S)N(CC1=CC=CC=C1)CC1=CC=CC=C1 (1-[4-(2-acetylhydrazino)phenyl]-3,3-dibenzylthiourea). As a reaction SMILES: [CH2:1]([NH:8][CH2:9][C:10]1[CH:15]=[CH:14][CH:13]=[CH:12][CH:11]=1)[C:2]1[CH:7]=[CH:6][CH:5]=[CH:4][CH:3]=1.[C:16]([NH:19][NH:20][C:21]1[CH:26]=[CH:25][C:24]([N:27]=[C:28]=[S:29])=[CH:23][CH:22]=1)(=[O:18])[CH3:17].C(NNC1C=CC(NC(N(CC2C=CC=CC=2)CC2C=CC=CC=2)=S)=CC=1)=O>>[C:16]([NH:19][NH:20][C:21]1[CH:26]=[CH:25][C:24]([NH:27][C:28]([N:8]([CH2:1][C:2]2[CH:7]=[CH:6][CH:5]=[CH:4][CH:3]=2)[CH2:9][C:10]2[CH:15]=[CH:14][CH:13]=[CH:12][CH:11]=2)=[S:29])=[CH:23][CH:22]=1)(=[O:18])[CH3:17]. Procedure: Dibenzylamine (0.20 g, 0.001 mole) and 4-(2-acetylhydrazino)phenyl isothiocyanate (0.21 g, 0.001 mole) were reacted according to the procedure described for NA-11 in Example 3. Yield 0.35 g (88 percent), m.p. 207°-209° C. Starting materials: BrC=1C=C(N)C(=CC1Br)[N+](=O)[O-] (3,4-dibromo-6-nitroaniline), [H][H] (hydrogen), [H][H] (hydrogen). Reagents/catalysts: [Ni] (Raney nickel). Solvent: C(C)O (ethanol). Conditions: time 25 minute. Product: BrC1=CC(=C(C=C1Br)N)N (4,5-dibromo-o-phenylenediamine). Reaction SMILES: [Br:1][C:2]1[CH:3]=[C:4]([C:6]([N+:10]([O-])=O)=[CH:7][C:8]=1[Br:9])[NH2:5].[H][H]>[Ni].C(O)C>[Br:1][C:2]1[C:8]([Br:9])=[CH:7][C:6]([NH2:10])=[C:4]([NH2:5])[CH:3]=1. Reported procedure: Five grams of 3,4-dibromo-6-nitroaniline were suspended in 200 ml. of anhydrous ethanol to which was added about 10 g. of Raney nickel. The hydrogenation mixture was placed in a low pressure hydrogenation apparatus at a hydrogen pressure of 55 psi. A rapid uptake of hydrogen occurred which ceased after about 25 minutes, at which time the deep yellow color originally present had been discharged indicating complete reduction of the nitro group to an amino group. The hydrogenation was continued for... The product is NC1=C(C=2C=C(C=C(C2C=C1)S(=O)(=O)O)S(=O)(=O)O)S(=O)(=O)O (2-amino-1,5,7-naphthalenetrisulfonic acid), C1=CC(=CC2=C(C=C(C=C21)S(=O)(=O)O)S(=O)(=O)O)N (Amino G Acid). Reactants: S(=O)(=O)=O (sulfur trioxide), C1=CC=C2C(=C1)C=CC(=C2S(=O)(=O)O)N (Tobias Acid), S(O)(O)(=O)=O (sulfuric acid). Procedure details: We have now discovered that addition of sulfur trioxide to Tobias Acid in hot 100% sulfuric acid provides both 2-amino-1,5,7-naphthalenetrisulfonic acid and Amino G Acid. Separation of Amino G Acid and hydrolysis of the trisulfonic acid provides Amino J Acid. As a reaction SMILES: [S:1](=[O:4])(=[O:3])=[O:2].[CH:5]1[CH:10]=[C:9]2[CH:11]=[CH:12][C:13]([NH2:19])=[C:14]([S:15]([OH:18])(=[O:17])=[O:16])[C:8]2=[CH:7][CH:6]=1.[S:20](=[O:24])(=[O:23])([OH:22])[OH:21]>>[NH2:19][C:13]1[CH:12]=[CH:11][C:9]2[C:10]([S:1]([OH:4])(=[O:3])=[O:2])=[CH:5][C:6]([S:20]([OH:23])(=[O:22])=[O:21])=[CH:7][C:8]=2[C:14]=1[S:15]([OH:18])(=[O:16])=[O:17].[CH:11]1[C:9]2[C:8](=[C:7]([S:20]([OH:22])(=[O:24])=[O:21])[CH:6]=[C:5]([S:1]([OH:4])(=[O:3])=[O:2])[CH:10]=2)[CH:14]=[C:13]([NH2:19])[CH:12]=1.